From a dataset of the Open Reaction Database (ORD), a public repository of structured organic reaction records. describe an organic reaction: reactants, conditions, products, and yield Reactants: CN1CCN(c2cccc(N)c2)CC1, CC(C)O, CC(C)NC(=O)c1ccccc1Nc1nc(Cl)ncc1Cl, Cl. Product: CC(C)NC(=O)c1ccccc1Nc1nc(Nc2cccc(N3CCN(C)CC3)c2)ncc1Cl. As a reaction SMILES: [CH3:22][N:23]1[CH2:24][CH2:25][N:26]([c:29]2[cH:30][c:31]([NH2:32])[cH:33][cH:34][cH:35]2)[CH2:27][CH2:28]1.[CH:37]([OH:38])([CH3:39])[CH3:40].[Cl:1][c:2]1[n:3][cH:4][c:5]([Cl:21])[c:6]([NH:8][c:9]2[c:10]([C:11](=[O:12])[NH:13][CH:14]([CH3:15])[CH3:16])[cH:17][cH:18][cH:19][cH:20]2)[n:7]1.[ClH:36]>>[c:2]1([NH:32][c:31]2[cH:30][c:29]([N:26]3[CH2:25][CH2:24][N:23]([CH3:22])[CH2:28][CH2:27]3)[cH:35][cH:34][cH:33]2)[n:3][cH:4][c:5]([Cl:21])[c:6]([NH:8][c:9]2[c:10]([C:11](=[O:12])[NH:13][CH:14]([CH3:15])[CH3:16])[cH:17][cH:18][cH:19][cH:20]2)[n:7]1. Reactants: CC1=C(C=CC(=C1N)C)B(O)O (2,4-dimethyl-3-amino-phenyl boronic acid), [N+](=O)(O)[O-] (nitric acid), C(=O)(C(F)(F)F)O (TFA), B(O)O (boronic acid), CC1=C(C=CC(=C1)C)Br (2,4-dimethyl bromobenzene), CC1=C(C=CC(=C1)C)B(O)O (2,4-dimethyl phenyl boronic acid). Reaction conditions: temperature -40 celsius, time 1 hour. The product is CC1=C(C=C(C(=C1)C)[N+](=O)[O-])B(O)O (2,4-dimethyl-5-nitro-phenyl boronic acid). The yield is 47.0%. RXN SMILES: [CH3:1][C:2]1[C:7](N)=[C:6]([CH3:9])[CH:5]=[CH:4][C:3]=1[B:10]([OH:12])[OH:11].B(O)O.CC1C=C(C)C=CC=1Br.[N+:25]([O-:28])(O)=[O:26].C(O)(C(F)(F)F)=O.CC1C=C(C)C=CC=1B(O)O>>[CH3:1][C:2]1[CH:7]=[C:6]([CH3:9])[C:5]([N+:25]([O-:28])=[O:26])=[CH:4][C:3]=1[B:10]([OH:11])[OH:12]. Procedure: Example 40(c) was prepared in a similar manner to that of Example 40(a) except that in step (i) 2,4-dimethyl-3-amino-phenyl boronic acid (prepared as described below) was used in place of m-amino-phenyl boronic acid: 1H NMR (DMSO-d6) δ 8.62 (d, 1H, J=3.78 Hz), 8.32 (d, 1H, J=8.48 Hz), 7.99 (d, 1H, J=16.35 Hz), 7.83 (td, 1H, J=7.68 Hz, J=1.8 Hz), 7.80 (s, 1H), 7.69 (d, 1H, J=7.80 Hz), 7.64 (dd, 1H, J=8.47 Hz, J=1.27 Hz), 7.62 (d, 1H, J=16.36 Hz), 7.29 (m, 1H), 6.94 (s, 1H), 6.64 (s, 1H), 4.87 (bs...